Dataset: the Open Reaction Database (ORD), a public repository of structured organic reaction records. Task: describe an organic reaction: reactants, conditions, products, and yield Reactants: CCCCCC1CCC(c2ccc(-c3ccc(C(C)=O)cc3)c(N)c2)CC1, [Cl-], Cl, O=N[O-], [Na+], [Na+], [Na+], [Na+], O, O=S([O-])[O-]. Product: CCCCCC1CCC(c2ccc(-c3ccc(C(C)=O)cc3)c(Cl)c2)CC1. As a reaction SMILES: [C:5]([CH3:6])(=[O:7])[c:8]1[cH:9][cH:10][c:11](-[c:14]2[c:15]([NH2:31])[cH:16][c:17]([CH:20]3[CH2:21][CH2:22][CH:23]([CH2:26][CH2:27][CH2:28][CH2:29][CH3:30])[CH2:24][CH2:25]3)[cH:18][cH:19]2)[cH:12][cH:13]1.[Cl-:32].[ClH:41].[N:1]([O-:2])=[O:3].[Na+:33].[Na+:38].[Na+:39].[Na+:4].[OH2:40].[S:34]([O-:35])([O-:36])=[O:37]>>[C:5]([CH3:6])(=[O:7])[c:8]1[cH:9][cH:10][c:11](-[c:14]2[c:15]([Cl:32])[cH:16][c:17]([CH:20]3[CH2:21][CH2:22][CH:23]([CH2:26][CH2:27][CH2:28][CH2:29][CH3:30])[CH2:24][CH2:25]3)[cH:18][cH:19]2)[cH:12][cH:13]1. The product is C(#N)C(C(=O)OC)C1(C(NC2=CC=C(C=C12)OC(F)(F)F)=O)C#N (methyl cyano[3-cyano-2-oxo-5-(trifluoromethoxy)-2,3-dihydro-1H-indol-3-yl]acetate). The yield is 90.0%. Reactants: Intermediate 5, [C-]#N.[K+] (potassium cyanide), C(#N)/C(/C(=O)OC)=C\1/C(NC2=CC=C(C=C12)OC(F)(F)F)=O (methyl (2Z)-cyano[2-oxo-5-(trifluoromethoxy)-1,2-dihydro-3H-indol-3-ylidene]acetate), C(#N)/C(/C(=O)OC)=C\1/C(NC2=CC=C(C=C12)OC(F)(F)F)=O (methyl (2Z)-cyano[2-oxo-5-(trifluoromethoxy)-1,2-dihydro-3H-indol-3-ylidene]acetate). As a reaction SMILES: [C:1](/[C:3](=[C:8]1/[C:9](=[O:22])[NH:10][C:11]2[C:16]/1=[CH:15][C:14]([O:17][C:18]([F:21])([F:20])[F:19])=[CH:13][CH:12]=2)/[C:4]([O:6][CH3:7])=[O:5])#[N:2].[C-:23]#[N:24].[K+]>>[C:1]([CH:3]([C:8]1([C:23]#[N:24])[C:16]2[C:11](=[CH:12][CH:13]=[C:14]([O:17][C:18]([F:19])([F:21])[F:20])[CH:15]=2)[NH:10][C:9]1=[O:22])[C:4]([O:6][CH3:7])=[O:5])#[N:2] |f:1.2|. Procedure: Following the general method as outlined for Intermediate 5, starting from methyl (2Z)-cyano[2-oxo-5-(trifluoromethoxy)-1,2-dihydro-3H-indol-3-ylidene]acetate (intermediate 3) and potassium cyanide, the title compound was isolated, after evaporation, as a pale brown solid in 90% yield. This was a mixture of diastereomers. Starting materials: O=C1CCN(CC1)C(=O)OC(C)(C)C (tert-butyl 4-oxopiperidine-1-carboxylate), C(C)OC(N1C=NC=C1)OCC (1-(diethoxymethyl)-1H-imidazole), C(CCC)[Li] (n-butyllithium), Cl (HCl). Procedure: A mixture of imidazole (25.6 g, 0.4 mol), triethyl orthoformate (236.8 g, 1.6 mol) and p-toluenesulfonic acid (2 g) was heated at 130° C. overnight with no condenser so ethanol can boil off. The excess orthoformate was removed by rotary evaporation and the residue was purified by vacuum distillation to give 1-(diethoxymethyl)-1H-imidazole (46.7 g). To a solution of the resulting protected imidazole (46.7 g) in anhydrous THF (350 mL) under N2 cooled at −40° C., was added n-butyllithium (2.5 M in ... Run at temperature 40 celsius, time 2 hour. Solvent: C1CCOC1 (THF), C(C)(=O)OCC (ethyl acetate), C1CCOC1 (THF). Isolated yield 42.9%. The product is OC1(CCN(CC1)C(=O)OC(C)(C)C)C=1NC=CN1 (tert-butyl 4-hydroxy-4-(1H-imidazol-2-yl)piperidine-1-carboxylate). Reaction SMILES: C(OC(OCC)[N:5]1[CH:9]=[CH:8][N:7]=[CH:6]1)C.C([Li])CCC.[O:18]=[C:19]1[CH2:24][CH2:23][N:22]([C:25]([O:27][C:28]([CH3:31])([CH3:30])[CH3:29])=[O:26])[CH2:21][CH2:20]1.Cl>C1COCC1.C(OCC)(=O)C>[OH:18][C:19]1([C:6]2[NH:5][CH:9]=[CH:8][N:7]=2)[CH2:20][CH2:21][N:22]([C:25]([O:27][C:28]([CH3:31])([CH3:30])[CH3:29])=[O:26])[CH2:23][CH2:24]1.